Dataset: the Open Reaction Database (ORD), a public repository of structured organic reaction records. Task: describe an organic reaction: reactants, conditions, products, and yield The reactants are COC1=NC=CC=C1OCC(COS(=O)(=O)C)O (2-methoxy-3-(3'-methanesulphonyloxy-2'-hydroxy-propoxy)-pyridine), C(C)(C)N (isopropylamine). Solvent: C(C)(C)O (isopropanol). Product: C(C)(C)NCC(COC=1C(=NC=CC1)OC)O (3-(3'-isopropylamino-2'-hydroxypropoxy)-2-methoxy-pyridine). Reaction SMILES: [CH3:1][O:2][C:3]1[C:8]([O:9][CH2:10][CH:11]([OH:18])[CH2:12]OS(C)(=O)=O)=[CH:7][CH:6]=[CH:5][N:4]=1.[CH:19]([NH2:22])([CH3:21])[CH3:20]>C(O)(C)C>[CH:19]([NH:22][CH2:12][CH:11]([OH:18])[CH2:10][O:9][C:8]1[C:3]([O:2][CH3:1])=[N:4][CH:5]=[CH:6][CH:7]=1)([CH3:21])[CH3:20]. Procedure details: 22 g of crude 2-methoxy-3-(3'-methanesulphonyloxy-2'-hydroxy-propoxy)-pyridine, 50 ml of isopropylamine and 150 ml of isopropanol are heated for 16 hours under reflux. After working up analogously to Example 14, 3-(3'-isopropylamino-2'-hydroxypropoxy)-2-methoxy-pyridine is obtained, which melts at 50°-65° C. after recrystallisation from ether-pentane. After reaction with half the equivalent amount of fumaric acid, the neutral fumarate of melting point 146°-147° C. (recrystallised from acetone) i... Reactants: Cl.CC1(C=2C=CC(=CC2C(CC1)(C)C)C=1OC=C(N1)C1CCNCC1)C (4-[2-(5,5,8,8-tetramethyl-5,6,7,8-tetrahydronaphthalen-2-yl)oxazol-4-yl]piperidine hydrochloride), C(C)(=O)OCCCCBr (4-bromobutyl acetate), [OH-].[Na+] (NaOH). Solvent: CO (methanol). The product is CC1(C=2C=CC(=CC2C(CC1)(C)C)C=1OC=C(N1)C1CCN(CC1)CCCCO)C (4-{4-[2-(5,5,8,8-tetramethyl-5,6,7,8-tetrahydronaphthalen-2-yl)oxazol-4-yl]piperidin-1-yl}butan-1-ol). As a reaction SMILES: Cl.[CH3:2][C:3]1([CH3:26])[CH2:12][CH2:11][C:10]([CH3:14])([CH3:13])[C:9]2[CH:8]=[C:7]([C:15]3[O:16][CH:17]=[C:18]([CH:20]4[CH2:25][CH2:24][NH:23][CH2:22][CH2:21]4)[N:19]=3)[CH:6]=[CH:5][C:4]1=2.C([O:30][CH2:31][CH2:32][CH2:33][CH2:34]Br)(=O)C.[OH-].[Na+]>CO>[CH3:2][C:3]1([CH3:26])[CH2:12][CH2:11][C:10]([CH3:13])([CH3:14])[C:9]2[CH:8]=[C:7]([C:15]3[O:16][CH:17]=[C:18]([CH:20]4[CH2:25][CH2:24][N:23]([CH2:34][CH2:33][CH2:32][CH2:31][OH:30])[CH2:22][CH2:21]4)[N:19]=3)[CH:6]=[CH:5][C:4]1=2 |f:0.1,3.4|. Reported procedure: The preparation was carried out as already described starting from 200 mg (0.32 mmol) of 4-[2-(5,5,8,8-tetramethyl-5,6,7,8-tetrahydronaphthalen-2-yl)oxazol-4-yl]piperidine hydrochloride and 94 μl (0.64 mmol) of 4-bromobutyl acetate. The protecting group was cleaved off by means of a 2N NaOH solution in methanol. The product was purified by means of preparative HPLC and converted into the hydrochloride by treatment with methanolic HCl.